This data is from the Open Reaction Database (ORD), a public repository of structured organic reaction records. The task is: describe an organic reaction: reactants, conditions, products, and yield Reactants: Cl.C(C1=CC=CC=C1)OC([C@H]1NCCC1)=O (L-proline benzyl ester hydrochloride), C12(CC3CC(CC(C1)C3)C2)CC(=O)O (α-(1-adamantyl)acetic acid), ON1N=NC2=C1C=CC=C2 (1-hydroxybenzotriazole), C(C)N1CCOCC1 (N-ethylmorpholine), C1(CCCCC1)N=C=NC1CCCCC1 (dicyclohexylcarbodiimide). Run in C(C)(=O)OCC (ethyl acetate), CN(C=O)C (dimethylformamide). Run at time 8 hour. Yields the product C(C1=CC=CC=C1)OC([C@]1(N(CCC1)C12CC3CC(CC(C1)C3)C2)C(C)=O)=O (N-(1-adamantyl)-ethanoylproline benzyl ester). Reaction SMILES: Cl.[CH2:2]([O:9][C:10](=[O:16])[C@@H:11]1[CH2:15][CH2:14][CH2:13][NH:12]1)[C:3]1[CH:8]=[CH:7][CH:6]=[CH:5][CH:4]=1.[C:17]12(CC(O)=O)[CH2:26][CH:21]3[CH2:22][CH:23]([CH2:25][CH:19]([CH2:20]3)[CH2:18]1)[CH2:24]2.ON1C2C=CC=CC=2N=N1.C(N1CC[O:46][CH2:45][CH2:44]1)C.C1(N=C=NC2CCCCC2)CCCCC1>C(OCC)(=O)C.CN(C)C=O>[CH2:2]([O:9][C:10](=[O:16])[C@:11]1([C:45](=[O:46])[CH3:44])[CH2:15][CH2:14][CH2:13][N:12]1[C:17]12[CH2:26][CH:21]3[CH2:20][CH:19]([CH2:25][CH:23]([CH2:22]3)[CH2:24]1)[CH2:18]2)[C:3]1[CH:4]=[CH:5][CH:6]=[CH:7][CH:8]=1 |f:0.1|. Reported procedure: A mixture of 4.8 g (0.02 m) of L-proline benzyl ester hydrochloride, 3.88 g (0.02 m) of α-(1-adamantyl)acetic acid, 5.4 g (0.04 m) of 1-hydroxybenzotriazole, 2.56 ml of N-ethylmorpholine, 60 ml of dimethylformamide and 4.16 g (0.02 m) of dicyclohexylcarbodiimide was stirred overnight at 25°. The mixture was filtered and the tetrahydrofuran removed in vacuo from the filtrate to leave a residue which was taken up in 200 ml of ethyl acetate. The resulting extract was acidified with dilute hydrochlo... Starting materials: N#Cc1ccc(Cn2cncc2CCl)cc1, Cc1cccc(N2CNC(=O)C23CCNCC3)c1, CCO, CCN(C(C)C)C(C)C, Cl. RXN SMILES: [C:20](#[N:21])[c:22]1[cH:23][cH:24][c:25]([CH2:26][n:27]2[cH:28][n:29][cH:30][c:31]2[CH2:32][Cl:33])[cH:34][cH:35]1.[CH3:1][c:2]1[cH:3][c:4]([N:8]2[CH2:9][NH:10][C:11](=[O:18])[C:12]23[CH2:13][CH2:14][NH:15][CH2:16][CH2:17]3)[cH:5][cH:6][cH:7]1.[CH3:45][CH2:46][OH:47].[CH:36]([N:37]([CH:38]([CH3:39])[CH3:40])[CH2:41][CH3:42])([CH3:43])[CH3:44].[ClH:19]>>[CH3:1][c:2]1[cH:3][c:4]([N:8]2[CH2:9][NH:10][C:11](=[O:18])[C:12]23[CH2:13][CH2:14][N:15]([CH2:32][c:31]2[n:27]([CH2:26][c:25]4[cH:24][cH:23][c:22]([C:20]#[N:21])[cH:35][cH:34]4)[cH:28][n:29][cH:30]2)[CH2:16][CH2:17]3)[cH:5][cH:6][cH:7]1. The product is Cc1cccc(N2CNC(=O)C23CCN(Cc2cncn2Cc2ccc(C#N)cc2)CC3)c1. The reactants are C(C)(C)(C)OC(=O)N1C[C@@H](CCC1)C(C1=CC(=CC=C1)Cl)=O ((3R)-1-(tert-butoxycarbonyl)-3-(3-chlorobenzoyl)piperidine), FC(CCC[Mg]Cl)(C)F (4,4-difluoropentylmagnesium chloride). Run in C1CCOC1 (THF). Conditions: time 2 hour. The product is C(=O)(OC(C)(C)C)N1C[C@@H](CCC1)[C@](CCCC(C)(F)F)(O)C1=CC(=CC=C1)Cl (N-Boc-(S)-1-(3-chlorophenyl)-5,5-difluoro-1-((R)-piperidin-3-yl)hexan-1-ol), oil. As a reaction SMILES: [C:1]([O:5][C:6]([N:8]1[CH2:13][CH2:12][CH2:11][C@@H:10]([C:14](=[O:22])[C:15]2[CH:20]=[CH:19][CH:18]=[C:17]([Cl:21])[CH:16]=2)[CH2:9]1)=[O:7])([CH3:4])([CH3:3])[CH3:2].[F:23][C:24]([F:31])([CH3:30])[CH2:25][CH2:26][CH2:27][Mg]Cl>C1COCC1>[C:6]([N:8]1[CH2:13][CH2:12][CH2:11][C@@H:10]([C@@:14]([C:15]2[CH:20]=[CH:19][CH:18]=[C:17]([Cl:21])[CH:16]=2)([OH:22])[CH2:27][CH2:26][CH2:25][C:24]([F:31])([F:23])[CH3:30])[CH2:9]1)([O:5][C:1]([CH3:4])([CH3:2])[CH3:3])=[O:7]. Procedure: A solution of (3R)-1-(tert-butoxycarbonyl)-3-(3-chlorobenzoyl)piperidine (100 mg, 0.33 mmol) in THF (2 mL) was cooled to −20° C. and 4,4-difluoropentylmagnesium chloride (˜0.79M in THF, 5.0 mL, 4.0 mmol) was added. The mixture was stirred for 2 h and quenched with sat'd NH4Cl. The aqueous layer was extracted with ether. The combined organic layers were washed with brine, dried over sodium sulfate and filtered. The solvent was removed on a roto-evaporator. The crude product was purified using fla... Reactants: COC(=O)Cc1csc2cc(OCc3ccccc3OCc3ccc(C(F)(F)F)cc3)c(C)cc12, CCOC(C)=O, CCO, OCc1ccccc1OCc1ccc(C(F)(F)F)cc1. The product is Cc1cc2c(CC(=O)O)csc2cc1OCc1ccccc1OCc1ccc(C(F)(F)F)cc1. RXN SMILES: [CH3:1][O:2][C:3]([CH2:4][c:5]1[c:6]2[c:7]([s:8][cH:9]1)[cH:10][c:11]([O:15][CH2:16][c:17]1[c:18]([O:23][CH2:24][c:25]3[cH:26][cH:27][c:28]([C:31]([F:32])([F:33])[F:34])[cH:29][cH:30]3)[cH:19][cH:20][cH:21][cH:22]1)[c:12]([CH3:14])[cH:13]2)=[O:35].[CH3:56][CH2:57][O:58][C:59](=[O:60])[CH3:61].[CH3:62][CH2:63][OH:64].[F:36][C:37]([F:38])([F:39])[c:40]1[cH:41][cH:42][c:43]([CH2:44][O:45][c:46]2[cH:47][cH:48][cH:49][cH:50][c:51]2[CH2:52][OH:53])[cH:54][cH:55]1>>[O:2]=[C:3]([CH2:4][c:5]1[c:6]2[c:7]([s:8][cH:9]1)[cH:10][c:11]([O:15][CH2:16][c:17]1[c:18]([O:23][CH2:24][c:25]3[cH:26][cH:27][c:28]([C:31]([F:32])([F:33])[F:34])[cH:29][cH:30]3)[cH:19][cH:20][cH:21][cH:22]1)[c:12]([CH3:14])[cH:13]2)[OH:35]. The reactants are CCCCC(Cn1ccnc1)c1ccc(Cl)cc1Cl, O, O=[N+]([O-])O, O=S(=O)(O)O. Yields the product CCCCC(Cn1ccnc1)c1cc([N+](=O)[O-])c(Cl)cc1Cl. RXN SMILES: [Cl:5][c:6]1[c:7]([CH:13]([CH2:14][n:15]2[cH:16][n:17][cH:18][cH:19]2)[CH2:20][CH2:21][CH2:22][CH3:23])[cH:8][cH:9][c:10]([Cl:12])[cH:11]1.[OH2:24].[OH:1][N+:2]([O-:3])=[O:4].[S:25](=[O:26])(=[O:27])([OH:28])[OH:29]>>[O-:1][N+:2](=[O:4])[c:9]1[cH:8][c:7]([CH:13]([CH2:14][n:15]2[cH:16][n:17][cH:18][cH:19]2)[CH2:20][CH2:21][CH2:22][CH3:23])[c:6]([Cl:5])[cH:11][c:10]1[Cl:12]. Reactants: C(C)O (ethanol), C(C)(C)(C)OC(NC1=NC=C(C(=C1)C(C1=C(C=CC(=C1)F)F)S(=O)(=O)C1=CC=C(C=C1)Cl)F)=O (t-butyl[4-[(4-chlorophenylsulfonyl)(2,5-difluorophenyl)methyl]-5-fluoropyridin-2-yl]carbamate), Cl (hydrochloric acid), C([O-])(O)=O.[Na+] (sodium bicarbonate). Run in C(C)(=O)OCC (ethyl acetate). Reaction conditions: time 2 hour. Yields the product ClC1=CC=C(C=C1)S(=O)(=O)C(C1=CC(=NC=C1F)N)C1=C(C=CC(=C1)F)F ([4-[(4-Chlorophenylsulfonyl)(2,5-difluorophenyl)methyl]-5-fluoropyridin-2-yl]amine). Isolated yield 80.4%. As a reaction SMILES: C(O)C.C(OC(=O)[NH:10][C:11]1[CH:16]=[C:15]([CH:17]([S:26]([C:29]2[CH:34]=[CH:33][C:32]([Cl:35])=[CH:31][CH:30]=2)(=[O:28])=[O:27])[C:18]2[CH:23]=[C:22]([F:24])[CH:21]=[CH:20][C:19]=2[F:25])[C:14]([F:36])=[CH:13][N:12]=1)(C)(C)C.Cl.C(=O)(O)[O-].[Na+]>C(OCC)(=O)C>[Cl:35][C:32]1[CH:31]=[CH:30][C:29]([S:26]([CH:17]([C:18]2[CH:23]=[C:22]([F:24])[CH:21]=[CH:20][C:19]=2[F:25])[C:15]2[C:14]([F:36])=[CH:13][N:12]=[C:11]([NH2:10])[CH:16]=2)(=[O:27])=[O:28])=[CH:34][CH:33]=1 |f:3.4|. Procedure details: To an ethanol (5 ml) solution of t-butyl[4-[(4-chlorophenylsulfonyl)(2,5-difluorophenyl)methyl]-5-fluoropyridin-2-yl]carbamate (170 mg, 0.331 mmol) was added concentrated hydrochloric acid (5 ml). The resulting mixture was stirred at room temperature for 2 hours. The reaction mixture was concentrated under reduced pressure. To the residue thus obtained was added a saturated aqueous solution of sodium bicarbonate, followed by extraction with ethyl acetate. The organic layer was washed with brine,... The reactants are [Li+].C[Si](C)(C)[N-][Si](C)(C)C (LiHMDS), N1C(CC2=CC=CC=C12)=O (oxindole), CC1(OC(C2=C1C=CC=C2)=O)C (3,3-dimethyl-2-benzofuran-1(3H)-one). The solvent is C1CCOC1 (THF), C1CCOC1 (THF). Reaction conditions: temperature 0 celsius, time 4 minute. The product is CC1(O\C(\C2=C1C=CC=C2)=C/2\C(NC1=CC=CC=C21)=O)C ((3E)-3-(3,3-dimethyl-2-benzofuran-1(3H)-ylidene)-1,3-dihydro-2H-indol-2-one). Isolated yield 41.5%. Reaction SMILES: [NH:1]1[C:9]2[C:4](=[CH:5][CH:6]=[CH:7][CH:8]=2)[CH2:3][C:2]1=[O:10].[Li+].C[Si]([N-][Si](C)(C)C)(C)C.[CH3:21][C:22]1([CH3:32])[C:26]2[CH:27]=[CH:28][CH:29]=[CH:30][C:25]=2[C:24](=O)[O:23]1>C1COCC1>[CH3:21][C:22]1([CH3:32])[C:26]2[CH:27]=[CH:28][CH:29]=[CH:30][C:25]=2/[C:24](=[C:3]2\[C:2](=[O:10])[NH:1][C:9]3[C:4]\2=[CH:5][CH:6]=[CH:7][CH:8]=3)/[O:23]1 |f:1.2|. Reported procedure: To a solution of oxindole (127 mg, 0.956 mmol) in THF (2.0 ml) cooled at 0° C. was added 1.0M LiHMDS in THF (1.91 ml). The mixture was stirred for 4 minutes at 0° C., then allowed to warm to room temperature for an additional 6 minutes. The solid 3,3-dimethyl-2-benzofuran-1(3H)-one (140 mg, 0.86 mmol) was added in one portion and the reaction rapidly stirred for 1.5 hours. The reaction was quenched into 30 ml 10% HCl aqueous solution. The resulting mixture was stirred 5 minutes, and then extract...